From a dataset of the Open Reaction Database (ORD), a public repository of structured organic reaction records. describe an organic reaction: reactants, conditions, products, and yield Reactants: Nc1cnc(OCC(F)(F)F)c(-c2ccc(NC(=O)OCc3ccccc3)c(Cl)c2)c1, O=C(O)c1cncc(I)c1. The product is O=C(Nc1ccc(-c2cc(NC(=O)c3cncc(I)c3)cnc2OCC(F)(F)F)cc1Cl)OCc1ccccc1. RXN SMILES: [CH2:1]([c:2]1[cH:3][cH:4][cH:5][cH:6][cH:7]1)[O:8][C:9]([NH:10][c:11]1[c:12]([Cl:30])[cH:13][c:14](-[c:17]2[c:18]([O:24][CH2:25][C:26]([F:27])([F:28])[F:29])[n:19][cH:20][c:21]([NH2:23])[cH:22]2)[cH:15][cH:16]1)=[O:31].[I:32][c:33]1[cH:34][c:35]([C:39](=[O:40])[OH:41])[cH:36][n:37][cH:38]1>>[CH2:1]([c:2]1[cH:3][cH:4][cH:5][cH:6][cH:7]1)[O:8][C:9]([NH:10][c:11]1[c:12]([Cl:30])[cH:13][c:14](-[c:17]2[c:18]([O:24][CH2:25][C:26]([F:27])([F:28])[F:29])[n:19][cH:20][c:21]([NH:23][C:39]([c:35]3[cH:34][c:33]([I:32])[cH:38][n:37][cH:36]3)=[O:40])[cH:22]2)[cH:15][cH:16]1)=[O:31]. The solvent is CO (methanol). Reported procedure: 1.81 g (5 mmoles) of BOC-Nva-Met-OMe are dissolved in 20 ml of methanol, and gaseous ammonia is introduced into the solution for 0.5 hours under ice cooling. The reaction mixture is allowed to stand at room temperature overnight, and then stored in a cold place for some hours. The separated crystalline product is filtered off to obtain 1.27 g of the desired product. The filtrate is evaporated, and the residue is recrystallized from 5 ml of ethanol to obtain further 0.35 g of the product. Thus 1.... The product is C(C)(C)(C)OC(=O)N[C@@H](CCC)C(=O)N[C@@H](CCSC)C(=O)N (tert.-Butoxycarbonyl-L-norvalyl-L-methioninamide). Reaction SMILES: [NH:1]([C:18]([O:20][C:21]([CH3:24])([CH3:23])[CH3:22])=[O:19])[C@H:2]([C:6]([NH:8][C@H:9]([C:14](OC)=[O:15])[CH2:10][CH2:11][S:12][CH3:13])=[O:7])[CH2:3][CH2:4][CH3:5].[NH3:25]>CO>[C:21]([O:20][C:18]([NH:1][C@H:2]([C:6]([NH:8][C@H:9]([C:14]([NH2:25])=[O:15])[CH2:10][CH2:11][S:12][CH3:13])=[O:7])[CH2:3][CH2:4][CH3:5])=[O:19])([CH3:24])([CH3:23])[CH3:22]. Run at time 8 hour. Starting materials: N([C@@H](CCC)C(=O)N[C@@H](CCSC)C(=O)OC)C(=O)OC(C)(C)C (BOC-Nva-Met-OMe), N (ammonia). Starting materials: ClC1=CC=C(C=C1)C1=NC2=C(N1C(COCC1CCCCC1)C1CCCCC1)C=C(C(=C2)F)F (2-(4-Chloro-phenyl)-1-(1-cyclohexyl-2-cyclohexylmethoxy-ethyl)-5,6-difluoro-1H-benzoimidazole), ClC1=CC=C(C=C1)C1=NC2=C(N1C(COCC1CCCCC1)C1CCCCC1)C=C(C(=C2)F)F (2-(4-Chloro-phenyl)-1-(1-cyclohexyl-2-cyclohexylmethoxy-ethyl)-5,6-difluoro-1H-benzoimidazole), OC1=CC=C(OC2(CC2)C(=O)O)C=C1 (1-(4-hydroxy-phenoxy)-cyclopropanecarboxylic acid), CN(C(=O)N=NC(=O)N(C)C)C (N,N,N′,N′-tetramethylazodicarboxamide). Product: COC(=O)C1(CC1)OC1=CC=C(C=C1)OCC(C1CCCCC1)N1C(=NC2=C1C=C(C(=C2)F)F)C2=CC=C(C=C2)Cl (1-(4-{2-[2-(4-Chloro-phenyl)-5,6-difluoro-benzoimidazol-1-yl]-2-cyclohexyl-ethoxy}-phenoxy)-cyclopropanecarboxylic acid methyl ester). Reaction SMILES: [Cl:1][C:2]1[CH:7]=[CH:6][C:5]([C:8]2[N:12]([CH:13]([CH:23]3[CH2:28][CH2:27][CH2:26][CH2:25][CH2:24]3)[CH2:14]OCC3CCCCC3)[C:11]3[CH:29]=[C:30]([F:34])[C:31]([F:33])=[CH:32][C:10]=3[N:9]=2)=[CH:4][CH:3]=1.[OH:35][C:36]1[CH:48]=[CH:47][C:39]([O:40][C:41]2([C:44]([OH:46])=[O:45])[CH2:43][CH2:42]2)=[CH:38][CH:37]=1.[CH3:49]N(C)C(N=NC(N(C)C)=O)=O>>[CH3:49][O:45][C:44]([C:41]1([O:40][C:39]2[CH:38]=[CH:37][C:36]([O:35][CH2:14][CH:13]([N:12]3[C:11]4[CH:29]=[C:30]([F:34])[C:31]([F:33])=[CH:32][C:10]=4[N:9]=[C:8]3[C:5]3[CH:4]=[CH:3][C:2]([Cl:1])=[CH:7][CH:6]=3)[CH:23]3[CH2:28][CH2:27][CH2:26][CH2:25][CH2:24]3)=[CH:48][CH:47]=2)[CH2:43][CH2:42]1)=[O:46]. Reported procedure: The title compound was prepared in analogy to Example 4, intermediate, from 2-[2-(4-chloro-phenyl)-5,6-difluoro-benzoimidazol-1-yl]-2-cyclohexyl-ethanol (Example 1, intermediate c), 1-(4-hydroxy-phenoxy)-cyclopropanecarboxylic acid (CAS RN: 857903-44-7) and N,N,N′,N′-tetramethylazodicarboxamide. The compound was purified by silica gel chromatography using a MPLC system (CombiFlash Companion, Isco Inc.) eluting with a gradient of n-heptane:ethyl acetate (100:0 to 70:30). Light yellow foam (31%). ... Starting materials: [H-].[Na+] (sodium hydride), BrC1=NC=C(C=C1)F (2-bromo-5-fluoropyridine), C1(=CC=CC=C1)CS (phenylmethanethiol). Run in O1CCCC1 (tetrahydrofuran), O (water). Run at temperature 60 celsius, time 5 hour. The product is C(C1=CC=CC=C1)SC1=NC=C(C=C1)F (2-(Benzylsulfanyl)-5-fluoropyridine), crude brown oil. RXN SMILES: [H-].[Na+].[C:3]1([CH2:9][SH:10])[CH:8]=[CH:7][CH:6]=[CH:5][CH:4]=1.Br[C:12]1[CH:17]=[CH:16][C:15]([F:18])=[CH:14][N:13]=1>O1CCCC1.O>[CH2:9]([S:10][C:12]1[CH:17]=[CH:16][C:15]([F:18])=[CH:14][N:13]=1)[C:3]1[CH:8]=[CH:7][CH:6]=[CH:5][CH:4]=1 |f:0.1|. Reported procedure: To a suspension of sodium hydride (60% in oil, 440 mg) in tetrahydrofuran (40 mL) was added dropwise phenylmethanethiol (1.37 g) at room temperature, 2-bromo-5-fluoropyridine (1.76 g) was added to the reaction mixture, and the mixture was stirred at 60° C. for 5 hr. The reaction mixture was diluted with water and concentrated under reduced pressure. The residual aqueous layer was extracted twice with ethyl acetate. Combined organic layers were washed with saturated brine, dried over anhydrous ma... As a reaction SMILES: [CH2:1]([CH3:2])[c:3]1[cH:4][c:5]([C:6]#[N:7])[cH:8][cH:9][c:10]1[O:11][CH3:12].[CH3:16][OH:17].[ClH:13].[H:14][H:15]>>[CH2:1]([CH3:2])[c:3]1[cH:4][c:5]([CH2:6][NH2:7])[cH:8][cH:9][c:10]1[O:11][CH3:12].[ClH:13]. Reactants: CCc1cc(C#N)ccc1OC, CO, Cl, [H][H]. Yields the product CCc1cc(CN)ccc1OC, Cl. Starting materials: C=O (paraformaldehyde), Cl.N1=C(C=CC=C1)N1CCNCC1 (2-pyridylpiperazine hydrochloride), C=O (paraformaldehyde), C(C)(=O)C=1C=NN(C1C)C1=NC=CC=N1 (4-acetyl-1-(2-pyrimidinyl)-5-methylpyrazole). The solvent is C(C)O (ethanol). Yields the product Cl.CC1=C(C=NN1C1=NC=CC=N1)C(CCN1CCN(CC1)C1=NC=CC=C1)=O (1-[5-Methyl-1-(2-pyrimidinyl)-4-pyrazolyl]-3-[4-(2-pyridyl)-1-piperazinyl]-1-propanone hydrochloride). Isolated yield 29.5%. As a reaction SMILES: [C:1]([C:4]1[CH:5]=[N:6][N:7]([C:10]2[N:15]=[CH:14][CH:13]=[CH:12][N:11]=2)[C:8]=1[CH3:9])(=[O:3])[CH3:2].[ClH:16].[N:17]1[CH:22]=[CH:21][CH:20]=[CH:19][C:18]=1[N:23]1[CH2:28][CH2:27][NH:26][CH2:25][CH2:24]1.[CH2:29]=O>C(O)C>[ClH:16].[CH3:9][C:8]1[N:7]([C:10]2[N:15]=[CH:14][CH:13]=[CH:12][N:11]=2)[N:6]=[CH:5][C:4]=1[C:1](=[O:3])[CH2:2][CH2:29][N:26]1[CH2:25][CH2:24][N:23]([C:18]2[CH:19]=[CH:20][CH:21]=[CH:22][N:17]=2)[CH2:28][CH2:27]1 |f:1.2,5.6|. Procedure: 606 mg of 4-acetyl-1-(2-pyrimidinyl)-5-methylpyrazole was dissolved in 60 ml of ethanol and 490 mg of 2-pyridylpiperazine hydrochloride and 270 mg of paraformaldehyde were added thereto. The obtained mixture was heated under reflux for 24 hours. Further, 100 mg of paraformaldehyde was added and the obtained mixture was heated under reflux for 60 hours. Then the ethanol was almost halved by evaporation and the precipitate was filtered. To the precipitate was added chloroform. Next, it was washed ... Reactants: C(C)N(CC)C1=NC=CC=C1 (diethylaminopyridine), FC=1C=C(C(=O)O)C=CC1[N+](=O)[O-] (3-Fluoro-4-nitro-benzoic acid), Cl.CN(CCCN=C=NCC)C (1-(3 dimethylaminopropyl)-3-ethylcarbodiimide hydrochloride), Cl.CNOC (N,O-Dimethylhydroxylamine hydrochloride). The solvent is ClCCl (dichloromethane). Reaction conditions: time 8 hour. Yields the product CN(C(C1=CC(=C(C=C1)[N+](=O)[O-])F)=O)OC (N-[methyl]N-[methoxy]3-fluoro-4-nitrobenzamide). The yield is 70.2%. RXN SMILES: [F:1][C:2]1[CH:3]=[C:4]([CH:8]=[CH:9][C:10]=1[N+:11]([O-:13])=[O:12])[C:5](O)=[O:6].Cl.[CH3:15][NH:16][O:17][CH3:18].Cl.CN(C)CCCN=C=NCC.C(N(C1C=CC=CN=1)CC)C>ClCCl>[CH3:15][N:16]([O:17][CH3:18])[C:5](=[O:6])[C:4]1[CH:8]=[CH:9][C:10]([N+:11]([O-:13])=[O:12])=[C:2]([F:1])[CH:3]=1 |f:1.2,3.4|. Procedure details: Dissolve 3-Fluoro-4-nitro-benzoic acid (10.7 g, 57.71 mmol) in 1000 mL anhydrous dichloromethane. Add N,O-Dimethylhydroxylamine hydrochloride (4.5 g, 46.17 mmol), followed by 1-(3 dimethylaminopropyl)-3-ethylcarbodiimide hydrochloride (16.60 g, 86.57 mmol) and 4 diethylaminopyridine (6.77 g, 55.4 mmol). Stir at room temperature under nitrogen atmosphere overnight. Concentrate under reduced pressure and partition the residue between ethyl acetate (300 mL) and water (100 mL). Wash the organic laye... The reactants are COc1ccc(C2Sc3c(F)cccc3N(CCN(C)C)C(=O)C2O)cc1, CC(=O)OC(C)=O, Cl. The product is COc1ccc(C2Sc3c(F)cccc3N(CCN(C)C)C(=O)C2OC(C)=O)cc1, Cl. As a reaction SMILES: [CH3:1][O:2][c:3]1[cH:4][cH:5][c:6]([CH:9]2[S:10][c:11]3[c:12]([cH:23][cH:24][cH:25][c:26]3[F:27])[N:13]([CH2:18][CH2:19][N:20]([CH3:21])[CH3:22])[C:14](=[O:17])[CH:15]2[OH:16])[cH:7][cH:8]1.[CH3:29][C:30](=[O:31])[O:32][C:33](=[O:34])[CH3:35].[ClH:28]>>[CH3:1][O:2][c:3]1[cH:4][cH:5][c:6]([CH:9]2[S:10][c:11]3[c:12]([cH:23][cH:24][cH:25][c:26]3[F:27])[N:13]([CH2:18][CH2:19][N:20]([CH3:21])[CH3:22])[C:14](=[O:17])[CH:15]2[O:16][C:30]([CH3:29])=[O:31])[cH:7][cH:8]1.[ClH:28]. Starting materials: C1CCOC1, COC(C)n1cc(C2=C(c3cn(C)c4cc([N+](=O)[O-])ccc34)C(=O)NC2=O)c2ccccc21, CCOC(C)=O, Cl. The product is CC(O)n1cc(C2=C(c3cn(C)c4cc([N+](=O)[O-])ccc34)C(=O)NC2=O)c2ccccc21. As a reaction SMILES: [CH2:41]1[O:42][CH2:43][CH2:44][CH2:45]1.[CH3:1][O:2][CH:3]([CH3:4])[n:5]1[cH:6][c:7]([C:14]2=[C:18]([c:19]3[cH:20][n:21]([CH3:31])[c:22]4[cH:23][c:24]([N+:28](=[O:29])[O-:30])[cH:25][cH:26][c:27]34)[C:17](=[O:32])[NH:16][C:15]2=[O:33])[c:8]2[cH:9][cH:10][cH:11][cH:12][c:13]12.[CH3:35][CH2:36][O:37][C:38]([CH3:39])=[O:40].[ClH:34]>>[OH:2][CH:3]([CH3:4])[n:5]1[cH:6][c:7]([C:14]2=[C:18]([c:19]3[cH:20][n:21]([CH3:31])[c:22]4[cH:23][c:24]([N+:28](=[O:29])[O-:30])[cH:25][cH:26][c:27]34)[C:17](=[O:32])[NH:16][C:15]2=[O:33])[c:8]2[cH:9][cH:10][cH:11][cH:12][c:13]12. Reactants: N1(N=NC=C1)CCCC=1C=C(C=CC1)O (3-[3-(1H-1,2,3-triazol-1-yl)propyl]phenol), [H-].[Na+] (sodium hydride), ClCC=1N=C(OC1)\C=C\C1=CC=C(C=C1)C(F)(F)F (4-(chloromethyl)-2-{(E)-2-[4-(trifluoromethyl)phenyl]ethenyl)-1,3-oxazole). Yields the product FC(C1=CC=C(C=C1)/C=C/C=1OC=C(N1)COC=1C=C(C=CC1)CCCN1N=NC=C1)(F)F (1-(3-{3-[(2-((E)-2-[4-(trifluoromethyl)phenyl]ethenyl}-1,3-oxazol-4-yl)methoxy]phenyl}propyl)-1H-1,2,3-triazole). The yield is 90.2%. Reaction SMILES: [N:1]1([CH2:6][CH2:7][CH2:8][C:9]2[CH:10]=[C:11]([OH:15])[CH:12]=[CH:13][CH:14]=2)[CH:5]=[CH:4][N:3]=[N:2]1.[H-].[Na+].Cl[CH2:19][C:20]1[N:21]=[C:22](/[CH:25]=[CH:26]/[C:27]2[CH:32]=[CH:31][C:30]([C:33]([F:36])([F:35])[F:34])=[CH:29][CH:28]=2)[O:23][CH:24]=1>>[F:36][C:33]([F:34])([F:35])[C:30]1[CH:31]=[CH:32][C:27](/[CH:26]=[CH:25]/[C:22]2[O:23][CH:24]=[C:20]([CH2:19][O:15][C:11]3[CH:10]=[C:9]([CH2:8][CH2:7][CH2:6][N:1]4[CH:5]=[CH:4][N:3]=[N:2]4)[CH:14]=[CH:13][CH:12]=3)[N:21]=2)=[CH:28][CH:29]=1 |f:1.2|. Reported procedure: Using 3-[3-(1H-1,2,3-triazol-1-yl)propyl]phenol (123 mg), 65% oily sodium hydride (24 mg) and 4-(chloromethyl)-2-{(E)-2-[4-(trifluoromethyl)phenyl]ethenyl)-1,3-oxazole (183 mg), the same reaction as Example 2 was carried out to yield the titled compound (248 mg).